describe an organic reaction: reactants, conditions, products, and yield From a dataset of the Open Reaction Database (ORD), a public repository of structured organic reaction records. Starting materials: CC#N, COCCCCl, [F-], [K+], O=C1COc2ccc(CO)cc2N1. The product is COCCCN1C(=O)COc2ccc(CO)cc21. As a reaction SMILES: [CH3:22][C:23]#[N:24].[Cl:14][CH2:15][CH2:16][CH2:17][O:18][CH3:19].[F-:20].[K+:21].[OH:1][CH2:2][c:3]1[cH:4][cH:5][c:6]2[c:7]([cH:13]1)[NH:8][C:9](=[O:12])[CH2:10][O:11]2>>[OH:1][CH2:2][c:3]1[cH:4][cH:5][c:6]2[c:7]([cH:13]1)[N:8]([CH2:15][CH2:16][CH2:17][O:18][CH3:19])[C:9](=[O:12])[CH2:10][O:11]2. Reactants: C(C)(C)N(CC)C(C)C (Diisopropylethylamine), C(C1=CC=CC=C1)N1CC(C(C1)C=1SC=C(C1)Br)CO ([1-Benzyl-4-(4-bromo-thiophen-2-yl)-pyrrolidin-3-yl]-methanol), CC1=C(C(=NC=C1)N)C (dimethyl aminopyridine), S(=O)(=O)(C1=CC=C(C)C=C1)Cl (TsCl). The solvent is ClCCl (dichloromethane). Run at time 8 hour. Yields the product C(C1=CC=CC=C1)N1CC(C(C1)C=1SC=C(C1)Br)COS(=O)(=O)C1=CC=C(C=C1)C (Toluene-4-sulfonic acid 1-benzyl-4-(4-bromo-thiophen-2-yl)-pyrrolidine-3-yl-methyl ester). Isolated yield 51.0%. RXN SMILES: C(N(C(C)C)CC)(C)C.CC1C=CN=C(N)C=1C.[S:19](Cl)([C:22]1[CH:28]=[CH:27][C:25]([CH3:26])=[CH:24][CH:23]=1)(=[O:21])=[O:20].[CH2:30]([N:37]1[CH2:41][CH:40]([C:42]2[S:43][CH:44]=[C:45]([Br:47])[CH:46]=2)[CH:39]([CH2:48][OH:49])[CH2:38]1)[C:31]1[CH:36]=[CH:35][CH:34]=[CH:33][CH:32]=1>ClCCl>[CH2:30]([N:37]1[CH2:41][CH:40]([C:42]2[S:43][CH:44]=[C:45]([Br:47])[CH:46]=2)[CH:39]([CH2:48][O:49][S:19]([C:22]2[CH:28]=[CH:27][C:25]([CH3:26])=[CH:24][CH:23]=2)(=[O:21])=[O:20])[CH2:38]1)[C:31]1[CH:32]=[CH:33][CH:34]=[CH:35][CH:36]=1. Reported procedure: Diisopropylethylamine (20.2 g, 0.156 mol), dimethyl aminopyridine (320 mg, 2.6 mmol) and TsCl were (9.88 g, 0.052 mol) were added, respectively, to the product of step b) (9.1 g, 0.026 mol) in 150 mL of dichloromethane at 0° C. The reaction mixture was stirred overnight at room temperature and then was quenched with 75 mL of 1 M HCl and extracted with dichloromethane (3×100 mL). The combined organic extracts were washed with brine (100 mL), dried with MgSO4 and evaporated in vacuo to give the cr... Starting materials: FC(C(=O)O)(F)F (Trifluoroacetic acid), C(C1=CC=CC=C1)OC(=O)N1CCC(CC1)OCC1=NC(=NO1)[C@H]1N(CCCC1)C(=O)OC(C)(C)C (tert-butyl (2S)-2-{5-[(1-[(benzyloxy)carbonyl]-4-piperidyloxy)methyl]-1,2,4-oxadiazol-3-yl}-1-piperidinecarboxylate). Run in ClCCl (dichloromethane). Conditions: time 2 hour. The product is N1[C@@H](CCCC1)C1=NOC(=N1)COC1CCN(CC1)C(=O)OCC1=CC=CC=C1 (benzyl 4-(3-[(2S)-2-piperidyl]-1,2,4-oxadiazol-5-ylmethoxy)-1-piperidinecarboxylate). The yield is 96.1%. As a reaction SMILES: FC(F)(F)C(O)=O.[CH2:8]([O:15][C:16]([N:18]1[CH2:23][CH2:22][CH:21]([O:24][CH2:25][C:26]2[O:30][N:29]=[C:28]([C@@H:31]3[CH2:36][CH2:35][CH2:34][CH2:33][N:32]3C(OC(C)(C)C)=O)[N:27]=2)[CH2:20][CH2:19]1)=[O:17])[C:9]1[CH:14]=[CH:13][CH:12]=[CH:11][CH:10]=1>ClCCl>[NH:32]1[CH2:33][CH2:34][CH2:35][CH2:36][C@H:31]1[C:28]1[N:27]=[C:26]([CH2:25][O:24][CH:21]2[CH2:20][CH2:19][N:18]([C:16]([O:15][CH2:8][C:9]3[CH:10]=[CH:11][CH:12]=[CH:13][CH:14]=3)=[O:17])[CH2:23][CH2:22]2)[O:30][N:29]=1. Reported procedure: Trifluoroacetic acid (25 ml) was added to a solution of tert-butyl (2S)-2-{5-[(1-[(benzyloxy)carbonyl]-4-piperidyloxy)methyl]-1,2,4-oxadiazol-3-yl}-1-piperidinecarboxylate (1.73 g) [see Preparation 94] in dichloromethane (25 ml) at 0° C. The reaction mixture was stirred for 2 hrs at room temperature, after which time the solvent was removed under reduced pressure and the residue partitioned between ethyl acetate and water. The organic layer was separated and washed with 2N aqueous hydrochloric a...